This data is from the Open Reaction Database (ORD), a public repository of structured organic reaction records. The task is: describe an organic reaction: reactants, conditions, products, and yield Reactants: N1(CCNCC1)C1=NN2C(N=CC=C2C2=CC=NC=C2)=N1 (2-(1-Piperazinyl)-7-(4-pyridyl)[1,2,4]triazolo-[1,5-a]pyrimidine), BrC(C(=O)C1=CC=CC=C1)C (α-bromopropiophenone), CC(C)O (2-propanol). The solvent is C(C)N(CC)CC (triethylamine). Product: C1(=CC=CC=C1)C(C(C)N1CCN(CC1)C1=NN2C(N=CC=C2C2=CC=NC=C2)=N1)=O (1-Phenyl-2-[4-[7-(4-pyridinyl)[1,2,4]triazolo-[1,5-a]pyrimidin-2-yl]-1-piperazinyl]-1-propanone). Isolated yield 27.8%. As a reaction SMILES: [N:1]1([C:7]2[N:21]=[C:10]3[N:11]=[CH:12][CH:13]=[C:14]([C:15]4[CH:20]=[CH:19][N:18]=[CH:17][CH:16]=4)[N:9]3[N:8]=2)[CH2:6][CH2:5][NH:4][CH2:3][CH2:2]1.Br[CH:23]([CH3:32])[C:24]([C:26]1[CH:31]=[CH:30][CH:29]=[CH:28][CH:27]=1)=[O:25].CC(O)C>C(N(CC)CC)C>[C:26]1([C:24](=[O:25])[CH:23]([N:4]2[CH2:3][CH2:2][N:1]([C:7]3[N:21]=[C:10]4[N:11]=[CH:12][CH:13]=[C:14]([C:15]5[CH:20]=[CH:19][N:18]=[CH:17][CH:16]=5)[N:9]4[N:8]=3)[CH2:6][CH2:5]2)[CH3:32])[CH:31]=[CH:30][CH:29]=[CH:28][CH:27]=1. Procedure details: A mixture of 5.6 g (0.02 moles) of 2-(1-piperazinyl)-7-(4-pyridyl)[1,2,4]triazolo[1,5-a]pyrimidine (prepared as described in Example 47) and 4.2 g (0.02 moles) of α-bromopropiophenone in 100 ml of 2-propanol containing 3.6 ml (0.026 moles) of triethylamine was heated at the reflux temperature for 24 hours. The reaction mixture was evaporated to dryness in vacuo. Then 100 ml of water was added to the residue and the mixture was extracted three times with a total of 100 ml of chloroform. The combi... Reactants: C(C)OC(=O)C1CN(CCC1=O)C(=O)OC(C)(C)C (4-oxo-piperidine-1,3-dicarboxylic acid 1-tert-butyl ester 3-ethyl ester), CN(C)C=O (DMF), C(C1=CC=CC=C1)Br (benzyl bromide). Conditions: temperature 60 celsius, time 20 hour. The product is C(C)OC(=O)C1(CN(CCC1=O)C(=O)OC(C)(C)C)CC1=CC=CC=C1 (3-Benzyl-4-oxo-piperidine-1,3-dicarboxylic Acid 1-tert-Butyl Ester 3-Ethyl Ester). The yield is 34.4%. As a reaction SMILES: [CH2:1]([O:3][C:4]([CH:6]1[C:11](=[O:12])[CH2:10][CH2:9][N:8]([C:13]([O:15][C:16]([CH3:19])([CH3:18])[CH3:17])=[O:14])[CH2:7]1)=[O:5])[CH3:2].CN(C=O)C.[CH2:25](Br)[C:26]1[CH:31]=[CH:30][CH:29]=[CH:28][CH:27]=1>>[CH2:1]([O:3][C:4]([C:6]1([CH2:25][C:26]2[CH:31]=[CH:30][CH:29]=[CH:28][CH:27]=2)[C:11](=[O:12])[CH2:10][CH2:9][N:8]([C:13]([O:15][C:16]([CH3:18])([CH3:17])[CH3:19])=[O:14])[CH2:7]1)=[O:5])[CH3:2]. Procedure: To a solution of 4-oxo-piperidine-1,3-dicarboxylic acid 1-tert-butyl ester 3-ethyl ester (73.36 g, 0.27 mol) in DMF (734 mL) lithium carbonate (50 g, 0.676 mol) was added, followed by benzyl bromide (55.44 g, 0.324 mol). The mixture was heated to about 60° C. and stirred for about 20 hours. The reaction mixture was then cooled to room temperature and extracted with IPE, washed with water and dried over magnesium sulfate. After filtration and concentration in vacuo a solid was obtained. Recrystal... The solvent is CN(C=O)C (dimethylformamide), CN(C=O)C (dimethylformamide). Yields the product CN(CCOCCCC1OC2=C(S1)C(=C(C(=C2C)C)OCOC)C)C (2-[3-(2-Dimethylaminoethoxy)propyl]-5-methoxymethoxy-4,6,7-trimethyl-1,3-benzoxathiole). RXN SMILES: [CH3:1][N:2]([CH3:6])[CH2:3][CH2:4][OH:5].[H-].[Na+].I[CH2:10][CH2:11][CH2:12][CH:13]1[S:17][C:16]2[C:18]([CH3:28])=[C:19]([O:24][CH2:25][O:26][CH3:27])[C:20]([CH3:23])=[C:21]([CH3:22])[C:15]=2[O:14]1.O>CN(C)C=O>[CH3:1][N:2]([CH3:6])[CH2:3][CH2:4][O:5][CH2:10][CH2:11][CH2:12][CH:13]1[S:17][C:16]2[C:18]([CH3:28])=[C:19]([O:24][CH2:25][O:26][CH3:27])[C:20]([CH3:23])=[C:21]([CH3:22])[C:15]=2[O:14]1 |f:1.2|. Run at temperature 50 celsius. The reactants are ICCCC1OC2=C(S1)C(=C(C(=C2C)C)OCOC)C (2-(3-iodopropyl)-5-methoxymethoxy-4,6,7-trimethyl-1,3-benzoxathiole), O (water), CN(CCO)C (2-dimethylaminoethanol), [H-].[Na+] (sodium hydride). Procedure details: 210 mg of 2-dimethylaminoethanol were dissolved in 3 ml of dimethylformamide, and then 100 mg of a 50% w/w oily suspension of sodium hydride were added to the solution. This reaction mixture was then heated for 1 hour at 50° C. The reaction mixture was then cooled with ice, and a solution of 900 mg of 2-(3-iodopropyl)-5-methoxymethoxy-4,6,7-trimethyl-1,3-benzoxathiole (prepared as described in Example 86) in 2 ml of dimethylformamide was added dropwise, while stirring. After completion of the dr... Reactants: C1(CC1)S(=O)(=O)N (cyclopropanesulfonamide), [H-].[Na+] (NaH), Cl (hydrochloride), ClC1=CC=C2C(=C1)NC([C@]21[C@@H](NC(C[C@@H]1C1=C(C=CC(=C1)Cl)OC(C)(C)C(=O)O)=O)C1=C(C=CC(=C1)F)C)=O ((2′S,3S,4′R)-6-chloro-4′-[5-chloro-2-(1-hydroxycarbonyl-1-methyl-ethoxy)-phenyl]-2′-(5-fluoro-2-methyl-phenyl)spiro[3H-indole-3,3′-piperidine]-2,6′(1H)-dione), C1=CN(C=N1)C(=O)N2C=CN=C2 (CDI). Solvent: CN(C)C=O (DMF), O (water), CN(C)C=O (DMF). Reaction conditions: time 1 hour. Yields the product ClC1=CC=C2C(=C1)NC([C@]21[C@@H](NC(C[C@@H]1C1=C(C=CC(=C1)Cl)OC(C(=O)NS(=O)(=O)C1CC1)(C)C)=O)C1=C(C=CC(=C1)F)C)=O ((2′S,3S,4′R)-6-chloro-4′-[5-chloro-2-(2-cyclopropanesulfonylamino-1,1-dimethyl-2-oxo-ethoxy)-phenyl]-2′-(5-fluoro-2-methyl-phenyl)-spiro[3H-indole-3,3′-piperidine]-2,6′(1H)-dione). Isolated yield 71.3%. Reaction SMILES: [Cl:1][C:2]1[CH:7]=[C:6]2[NH:8][C:9](=[O:39])[C@@:10]3([C@@H:15]([C:16]4[CH:21]=[C:20]([Cl:22])[CH:19]=[CH:18][C:17]=4[O:23][C:24]([C:27]([OH:29])=O)([CH3:26])[CH3:25])[CH2:14][C:13](=[O:30])[NH:12][C@H:11]3[C:31]3[CH:36]=[C:35]([F:37])[CH:34]=[CH:33][C:32]=3[CH3:38])[C:5]2=[CH:4][CH:3]=1.C1N=CN(C(N2C=NC=C2)=O)C=1.[CH:52]1([S:55]([NH2:58])(=[O:57])=[O:56])[CH2:54][CH2:53]1.[H-].[Na+].Cl>CN(C=O)C.O>[Cl:1][C:2]1[CH:7]=[C:6]2[NH:8][C:9](=[O:39])[C@@:10]3([C@@H:15]([C:16]4[CH:21]=[C:20]([Cl:22])[CH:19]=[CH:18][C:17]=4[O:23][C:24]([CH3:26])([CH3:25])[C:27]([NH:58][S:55]([CH:52]4[CH2:54][CH2:53]4)(=[O:57])=[O:56])=[O:29])[CH2:14][C:13](=[O:30])[NH:12][C@H:11]3[C:31]3[CH:36]=[C:35]([F:37])[CH:34]=[CH:33][C:32]=3[CH3:38])[C:5]2=[CH:4][CH:3]=1 |f:3.4|. Procedure details: A solution of chiral (2′S,3S,4′R)-6-chloro-4′-[5-chloro-2-(1-hydroxycarbonyl-1-methyl-ethoxy)-phenyl]-2′-(5-fluoro-2-methyl-phenyl)spiro[3H-indole-3,3′-piperidine]-2,6′(1H)-dione (45 mg, 0.079 mmol) prepared in Example 12a and CDI (26 mg, 0.16 mmol) in DMF (0.5 mL) was heated at 60° C. for 2 h. Then to this solution was added a mixture of cyclopropanesulfonamide (48 mg, 0.4 mmol) and NaH (13 mg, 60%, 0.3 mmol) in DMF (1 mL), which had been stirred for 1 h at room temperature. After the resulting...